This data is from the Open Reaction Database (ORD), a public repository of structured organic reaction records. The task is: describe an organic reaction: reactants, conditions, products, and yield The reactants are solid, BrC1=CC(=CC=2C(=C3N(C12)CCNC3=O)C)F (6-bromo-8-fluoro-10-methyl-3,4-dihydro-2H-pyrazino[1,2-a]indol-1-one), BrC1=CC(=CC=2C(=C3N(C12)CCNC3=O)C)F (6-bromo-8-fluoro-10-methyl-3,4-dihydro-2H-pyrazino[1,2-a]indol-1-one), C(C)(C)(C)C1=CC=C(C=C1)B(O)O (4-tert-butyl-phenylboronic acid). Product: C(C)(C)(C)C1=CC=C(C=C1)C1=CC(=CC=2C(=C3N(C12)CCNC3=O)C)F (6-(4-tert-Butyl-phenyl)-8-fluoro-10-methyl-3,4-dihydro-2H-pyrazino[1,2-a]indol-1-one). Reaction SMILES: Br[C:2]1[C:10]2[N:9]3[CH2:11][CH2:12][NH:13][C:14](=[O:15])[C:8]3=[C:7]([CH3:16])[C:6]=2[CH:5]=[C:4]([F:17])[CH:3]=1.[C:18]([C:22]1[CH:27]=[CH:26][C:25](B(O)O)=[CH:24][CH:23]=1)([CH3:21])([CH3:20])[CH3:19]>>[C:18]([C:22]1[CH:27]=[CH:26][C:25]([C:2]2[C:10]3[N:9]4[CH2:11][CH2:12][NH:13][C:14](=[O:15])[C:8]4=[C:7]([CH3:16])[C:6]=3[CH:5]=[C:4]([F:17])[CH:3]=2)=[CH:24][CH:23]=1)([CH3:21])([CH3:20])[CH3:19]. Reported procedure: The title compound, white solid (71 mg, 81%), MS (ISP) m/z=351.5 [(M+H)+], mp 216° C., was prepared in accordance with the general method of example 1 from 6-bromo-8-fluoro-10-methyl-3,4-dihydro-2H-pyrazino[1,2-a]indol-1-one (intermediate 14) (74.3 mg, 0.25 mmol) and commercially available 4-tert-butyl-phenylboronic acid (57.9 mg, 0.325 mmol). Starting materials: COC(CC(C(C)=O)NC(CCC1=CC=CC=C1)=O)=O (4-oxo-3-(3-phenyl-propionylamino)-pentanoic acid methyl ester), C(C)(=O)OC(C)=O (acetic anhydride), OS(=O)(=O)O (H2SO4). The solvent is O (DI water). Reaction conditions: temperature 90 celsius. Product: COC(CC=1N=C(OC1C)CCC1=CC=CC=C1)=O ((5-Methyl-2-phenethyl-oxazol-4-yl)-acetic acid methyl ester). Yield: 34.8%. RXN SMILES: [CH3:1][O:2][C:3](=[O:20])[CH2:4][CH:5]([NH:9][C:10](=[O:19])[CH2:11][CH2:12][C:13]1[CH:18]=[CH:17][CH:16]=[CH:15][CH:14]=1)[C:6](=O)[CH3:7].C(OC(=O)C)(=O)C.OS(O)(=O)=O>O>[CH3:1][O:2][C:3](=[O:20])[CH2:4][C:5]1[N:9]=[C:10]([CH2:11][CH2:12][C:13]2[CH:18]=[CH:17][CH:16]=[CH:15][CH:14]=2)[O:19][C:6]=1[CH3:7]. Procedure details: In a 100 mL flask, 4-oxo-3-(3-phenyl-propionylamino)-pentanoic acid methyl ester (10 g, 36 mmol), and acetic anhydride (28 mL) were combined. Following addition of concentrated H2SO4 (1 mL), the solution was heated to 90° C. for 30 min and then cooled to ambient temperature. The reaction was slowly diluted with DI water (30 mL, potential exotherm). The reaction mixture was partitioned between CH2Cl2 and water. The organic phase was washed with DI water, 10% NaHCO3 (aq), brine (150 mL), and then ... Starting materials: C(C)OC(=O)C=1N(C2=CC(=CC=C2C1)C(=O)OCC)[C@@H](CCNC(=O)OC(C)(C)C)C (1-((R)-3-tert-butoxycarbonylamino-1-methyl-propyl)-1H-indole-2,6-dicarboxylic acid diethyl ester), C(=O)(C(F)(F)F)O (TFA), ice water, C(=O)([O-])[O-].[K+].[K+] (K2CO3). The solvent is C(Cl)Cl (CH2Cl2), C(C)O (ethanol). Conditions: time 1 hour. Product: C[C@@H]1CCNC(C=2N1C=1C=C(C=CC1C2)C(=O)OCC)=O (ethyl (5R)-5-methyl-1-oxo-2,3,4,5-tetrahydro-1H-[1,4]diazepino[1,2-a]indole-8-carboxylate). Isolated yield 91.9%. Reaction SMILES: C(OC([C:6]1[N:7]([C@H:20]([CH3:31])[CH2:21][CH2:22][NH:23][C:24](OC(C)(C)C)=[O:25])[C:8]2[C:13]([CH:14]=1)=[CH:12][CH:11]=[C:10]([C:15]([O:17][CH2:18][CH3:19])=[O:16])[CH:9]=2)=O)C.C(O)(C(F)(F)F)=O.C([O-])([O-])=O.[K+].[K+]>C(Cl)Cl.C(O)C>[CH3:31][C@H:20]1[N:7]2[C:8]3[CH:9]=[C:10]([C:15]([O:17][CH2:18][CH3:19])=[O:16])[CH:11]=[CH:12][C:13]=3[CH:14]=[C:6]2[C:24](=[O:25])[NH:23][CH2:22][CH2:21]1 |f:2.3.4|. Procedure: To a solution of 1-((R)-3-tert-butoxycarbonylamino-1-methyl-propyl)-1H-indole-2,6-dicarboxylic acid diethyl ester (6.0 g, crude) in CH2Cl2 (27 mL) is added TFA (18.1 mL). The reaction mixture is stirred for 1 hour and the solvent is removed under vacuum. To a solution of the residue in ethanol (90 mL) is added K2CO3 (4.6 g, 33.3 mmol) and the reaction mixture is heated to reflux for 2 hours. The cooled reaction mixture is poured into ice water and extracted with EtOAc. The combined extracts are ... The reactants are Cc1ccccc1, COC(=O)c1cccc(C=O)c1, O, OCCO, Cc1ccc(S(=O)(=O)O)cc1. The product is COC(=O)c1cccc(C2OCCO2)c1. As a reaction SMILES: [CH3:29][c:30]1[cH:31][cH:32][cH:33][cH:34][cH:35]1.[CH:1](=[O:2])[c:3]1[cH:4][c:5]([C:6](=[O:7])[O:8][CH3:9])[cH:10][cH:11][cH:12]1.[OH2:28].[OH:13][CH2:14][CH2:15][OH:16].[c:17]1([CH3:18])[cH:19][cH:20][c:21]([S:22]([OH:23])(=[O:24])=[O:25])[cH:26][cH:27]1>>[CH:1]1([c:3]2[cH:4][c:5]([C:6](=[O:7])[O:8][CH3:9])[cH:10][cH:11][cH:12]2)[O:13][CH2:14][CH2:15][O:16]1. Reactants: O.O.[Sn](Cl)(Cl)(Cl)Cl (tin chloride dihydrate), C(C)NC1=C(C(=NC(=C1)C1=CC(=CC=C1)C(F)(F)F)C#N)[N+](=O)[O-] (4-ethylamino-3-nitro-6-(3-trifluoromethyl-phenyl)-pyridine-2-carbonitrile), ice, [OH-].[K+] (potassium hydroxide). Solvent: Cl (HCl), CN(C)C=O (DMF). Reaction conditions: temperature 5 celsius, time 1 hour. The product is NC=1C(=NC(=CC1NCC)C1=CC(=CC=C1)C(F)(F)F)C#N (3-Amino-4-ethylamino-6-(3-trifluoromethyl-phenyl)-pyridine-2-carbonitrile). Isolated yield 100.1%. As a reaction SMILES: O.O.[Sn](Cl)(Cl)(Cl)Cl.[CH2:8]([NH:10][C:11]1[CH:16]=[C:15]([C:17]2[CH:22]=[CH:21][CH:20]=[C:19]([C:23]([F:26])([F:25])[F:24])[CH:18]=2)[N:14]=[C:13]([C:27]#[N:28])[C:12]=1[N+:29]([O-])=O)[CH3:9].[OH-].[K+]>Cl.CN(C=O)C>[NH2:29][C:12]1[C:13]([C:27]#[N:28])=[N:14][C:15]([C:17]2[CH:22]=[CH:21][CH:20]=[C:19]([C:23]([F:26])([F:24])[F:25])[CH:18]=2)=[CH:16][C:11]=1[NH:10][CH2:8][CH3:9] |f:0.1.2,4.5|. Procedure: At 0° C., a solution of tin chloride dihydrate (30.2 g) in concentrate aqueous HCl (150 mL) was added dropwise over 2 hours to a solution of 4-ethylamino-3-nitro-6-(3-trifluoromethyl-phenyl)-pyridine-2-carbonitrile (5.0 g) in DMF (100 mL). The mixture was further stirred for 1 hour at 5° C., then poured to a mixture of ice (900 g) and potassium hydroxide (440 g), extracted with ethyl acetate (2×1.4 L). The combined organic layers were washed with brine (700 mL), dried over sodium sulfate, filter... Starting materials: SCCO (2-mercaptoethanol), C(CC[C@@H](C(=O)O)NC(=O)C1=CC=C(NCC2CNC=3N=C(N)NC(=O)C3N2)C=C1)(=O)O (tetrahydrofolic acid), C1N2C=3C(NC(=NC3NCC2CN1C1=CC=C(C(N[C@@H](CCC(=O)O)C(=O)O)=O)C=C1)N)=O (N5,N10-methylene-tetrahydrofolic acid), C1=CC(=CC=C1C(=O)NC(CCC(=O)[O-])C(=O)[O-])N (PABA-glu), II (I2), CO (MeOH), [OH-].[Na+] (NaOH), C(CC[C@@H](C(=O)O)NC(=O)C1=CC=C(NCC=2CNC=3N=C(N)NC(=O)C3N2)C=C1)(=O)O (7,8-dihydrofolic acid). Run in Cl (HCl). Conditions: temperature 27 celsius, time 2 minute. The product is C(CC[C@@H](C(=O)O)NC(=O)C1=CC=C(NC[C@H]2CNC=3N=C(N)NC(=O)C3N2)C=C1)(=O)O ((6S)-Tetrahydrofolic acid). As a reaction SMILES: II.CO.[OH-].[Na+].SCCO.[C:11]([OH:42])(=[O:41])[CH2:12][CH2:13][C@H:14]([NH:18][C:19]([C:21]1[CH:40]=[CH:39][C:24]([NH:25][CH2:26][CH:27]2[NH:38][C:37]3[C:35](=[O:36])[NH:34][C:32]([NH2:33])=[N:31][C:30]=3[NH:29][CH2:28]2)=[CH:23][CH:22]=1)=[O:20])[C:15]([OH:17])=[O:16].C(O)(=O)CC[C@H](NC(C1C=CC(NCC2CNC3N=C(NC(C=3N=2)=O)N)=CC=1)=O)C(O)=O.C1C(C(NC(C([O-])=O)CCC([O-])=O)=O)=CC=C(N)C=1.C1N(C2C=CC(C(=O)N[C@H](C(O)=O)CCC(O)=O)=CC=2)CC2N1C1C(=O)NC(N)=NC=1NC2>Cl>[C:11]([OH:42])(=[O:41])[CH2:12][CH2:13][C@H:14]([NH:18][C:19]([C:21]1[CH:22]=[CH:23][C:24]([NH:25][CH2:26][C@@H:27]2[NH:38][C:37]3[C:35](=[O:36])[NH:34][C:32]([NH2:33])=[N:31][C:30]=3[NH:29][CH2:28]2)=[CH:39][CH:40]=1)=[O:20])[C:15]([OH:17])=[O:16] |f:2.3|. Procedure details: A solution of crude XVIb (1.34 mmol) in 30 mL 0.01M HCl was cooled to 18° C., and 33 mL of 50 mM I2 in MeOH (1.65 mmol) was added over 10 s with good stirring, with a consequent increase in temperature to 27° C. After 2.0 min, the mixture was cooled within 2.7 min to -20° C. This temperature was maintained during subsequent titration to pH 9.2 (measured without dilution) with 10M NaOH over a period of 1.5 min. The reaction was rapidly warmed to 0° C., and at the same time sparged vigorously with... As a reaction SMILES: [C:1]([C:3]1[CH:4]=[C:5]([CH:31]=[CH:32][CH:33]=1)[CH2:6][N:7]1[CH2:11][CH2:10][C@H:9]([NH:12][S:13]([C:16]2[S:17][C:18]([C:21]3[CH:26]=[CH:25][N:24]=[C:23](S(C)=O)[N:22]=3)=[CH:19][CH:20]=2)(=[O:15])=[O:14])[C:8]1=[O:30])#[N:2].C(C1C=C(C=CC=1)CN1CC[C@H](NS(C2SC(C3C=CN=C(S(C)(=O)=O)N=3)=CC=2)(=O)=O)[C:41]1=[O:64])#N>CO>[C:1]([C:3]1[CH:4]=[C:5]([CH:31]=[CH:32][CH:33]=1)[CH2:6][N:7]1[CH2:11][CH2:10][C@H:9]([NH:12][S:13]([C:16]2[S:17][C:18]([C:21]3[CH:26]=[CH:25][N:24]=[C:23]([O:64][CH3:41])[N:22]=3)=[CH:19][CH:20]=2)(=[O:15])=[O:14])[C:8]1=[O:30])#[N:2]. Run in CO (MeOH). Procedure details: A mixture of [5-(2-methylsulfinyl-pyrimidin-4-yl)-thiophene-2-sulfonic acid [1-(3-cyanobenzyl)-2-oxo-pyrrolidin-3-(S)-yl]-amide and [5-(2-methylsulfonyl-pyrimidin-4-yl)-thiophene-2-sulfonic acid [1-(3-cyanobenzyl)-2-oxo-pyrrolidin-3-(S)-yl]-amide (0.19 g, 0.37 mmol) is dissolved in 10 mL of MeOH and 1 mL of CH2Cl2 and NH3 gas is bubbled through the solution for 5 minutes. The resulting mixture is heated at reflux for 4 hours. After this time, the solution is concentrated in vacuo to give the tit... Reactants: C(#N)C=1C=C(CN2C([C@H](CC2)NS(=O)(=O)C=2SC(=CC2)C2=NC(=NC=C2)S(=O)C)=O)C=CC1 (5-(2-methylsulfinyl-pyrimidin-4-yl)-thiophene-2-sulfonic acid [1-(3-cyanobenzyl)-2-oxo-pyrrolidin-3-(S)-yl]-amide), C(#N)C=1C=C(CN2C([C@H](CC2)NS(=O)(=O)C=2SC(=CC2)C2=NC(=NC=C2)S(=O)(=O)C)=O)C=CC1 (5-(2-methylsulfonyl-pyrimidin-4-yl)-thiophene-2-sulfonic acid [1-(3-cyanobenzyl)-2-oxo-pyrrolidin-3-(S)-yl]-amide). The product is C(#N)C=1C=C(CN2C([C@H](CC2)NS(=O)(=O)C=2SC(=CC2)C2=NC(=NC=C2)OC)=O)C=CC1 (5-(2-Methoxy-pyrimidin-4-yl)-thiophene-2-sulfonic acid [1-(3-cyanobenzyl)-2-oxo-pyrrolidin-3-(S)-yl]-amide). Reactants: C(CCCCCCCCC)[Mg]Br (Decylmagnesium bromide), BrC1=CSC=C1Br (3,4-dibromothiophene), O (water). RXN SMILES: [CH2:1]([Mg]Br)[CH2:2][CH2:3][CH2:4][CH2:5][CH2:6][CH2:7][CH2:8][CH2:9][CH3:10].Br[C:14]1[C:18](Br)=[CH:17][S:16][CH:15]=1.O>C(OCC)C.Cl[Ni]1(Cl)[P](C2C=CC=CC=2)(C2C=CC=CC=2)CCC[P]1(C1C=CC=CC=1)C1C=CC=CC=1>[CH2:1]([C:14]1[C:18]([CH2:1][CH2:2][CH2:3][CH2:4][CH2:5][CH2:6][CH2:7][CH2:8][CH2:9][CH3:10])=[CH:17][S:16][CH:15]=1)[CH2:2][CH2:3][CH2:4][CH2:5][CH2:6][CH2:7][CH2:8][CH2:9][CH3:10] |^1:28,44|. Reported procedure: Decylmagnesium bromide (140 mmol) was added dropwise at 0° C. to a mixture solution of 3,4-dibromothiophene (50 mmol) and [1,3-bis(diphenylphosphino)propane]dichloronickel(II) (0.3 mmol) in 100 mL of dry diethyl ether. The resulting mixture was heated and refluxed for 6 hours. The reaction mixture was combined with water, and extracted with diethyl ether. The extract solution was dried over magnesium sulfate, and the solvent was evaporated therefrom to obtain a crude product. The crude product w... The reagents and catalysts are Cl[Ni]1([P](CCC[P](C2=CC=CC=C2)1C3=CC=CC=C3)(C4=CC=CC=C4)C5=CC=CC=C5)Cl ([1,3-bis(diphenylphosphino)propane]dichloronickel(II)). Isolated yield 76.0%. Solvent: C(C)OCC (diethyl ether). Yields the product C(CCCCCCCCC)C1=CSC=C1CCCCCCCCCC (3,4-Didecylthiphene). The reactants are CCOC(=O)C(C)(O)C(OC(=O)c1ccccc1)C1COC(C)(C)O1, CCN(CC)S(F)(F)F, C1CCOC1, [Na+], O=C([O-])O. Yields the product CCOC(=O)C(C)(F)C(OC(=O)c1ccccc1)C1COC(C)(C)O1. Reaction SMILES: [CH2:1]([CH3:2])[O:3][C:4]([C:5]([CH:6]([O:7][C:8]([c:9]1[cH:10][cH:11][cH:12][cH:13][cH:14]1)=[O:15])[CH:16]1[O:17][C:18]([CH3:21])([CH3:22])[O:19][CH2:20]1)([CH3:23])[OH:24])=[O:25].[CH2:26]([N:27]([S:28]([F:29])([F:30])[F:32])[CH2:31][CH3:33])[CH3:34].[CH2:40]1[O:41][CH2:42][CH2:43][CH2:44]1.[Na+:39].[O-:35][C:36]([OH:37])=[O:38]>>[CH2:1]([CH3:2])[O:3][C:4]([C:5]([CH:6]([O:7][C:8]([c:9]1[cH:10][cH:11][cH:12][cH:13][cH:14]1)=[O:15])[CH:16]1[O:17][C:18]([CH3:21])([CH3:22])[O:19][CH2:20]1)([CH3:23])[F:32])=[O:25].